From a dataset of the Open Reaction Database (ORD), a public repository of structured organic reaction records. describe an organic reaction: reactants, conditions, products, and yield The reactants are C1(CC1)C=1N=CC(=NC1OCC1CC1)C(=O)O (5-cyclopropyl-6-cyclopropylmethoxy-pyrazine-2-carboxylic acid), C1(CC1)C(N)(C1=NOC(=N1)C)C (α-cyclopropyl-α,5-dimethyl-1,2,4-oxadiazole-3-methanamine). Product: C1(CC1)C(C)(C1=NOC(=N1)C)NC(=O)C1=NC(=C(N=C1)C1CC1)OCC1CC1 (5-Cyclopropyl-6-cyclopropylmethoxy-pyrazine-2-carboxylic acid [1-cyclopropyl-1-(5-methyl-[1,2,4]oxadiazol-3-yl)-ethyl]-amide). As a reaction SMILES: [CH:1]1([C:4]2[N:5]=[CH:6][C:7]([C:15]([OH:17])=O)=[N:8][C:9]=2[O:10][CH2:11][CH:12]2[CH2:14][CH2:13]2)[CH2:3][CH2:2]1.[CH:18]1([C:21]([CH3:29])([C:23]2[N:27]=[C:26]([CH3:28])[O:25][N:24]=2)[NH2:22])[CH2:20][CH2:19]1>>[CH:18]1([C:21]([NH:22][C:15]([C:7]2[CH:6]=[N:5][C:4]([CH:1]3[CH2:2][CH2:3]3)=[C:9]([O:10][CH2:11][CH:12]3[CH2:13][CH2:14]3)[N:8]=2)=[O:17])([C:23]2[N:27]=[C:26]([CH3:28])[O:25][N:24]=2)[CH3:29])[CH2:20][CH2:19]1. Procedure: The title compound was synthesized in analogy to Example 15, using 5-cyclopropyl-6-cyclopropylmethoxy-pyrazine-2-carboxylic acid (Example 10 g, 100 mg, 0.42 mmol) and α-cyclopropyl-α,5-dimethyl-1,2,4-oxadiazole-3-methanamine (CAN 1155536-64-3, 106.88 mg, 0.64 mmol) as starting materials, and isolated (12 mg, 7.3%) as white solid; LC-MS (UV peak area, ESI) 83.46%, 384.0 (M+H). Starting materials: CC1=C(C=CC=2C(OCC21)=O)CCN2C(CNCC2)=O (1-[2-(4-Methyl-1-oxo-1,3-dihydro-2-benzofuran-5-yl)ethyl]piperazin-2-one), CC1=C(C=CC=2C(OCC21)=O)[C@H]2OC2 (4-methyl-5-[(2R)-oxiran-2-yl]-2-benzofuran-1(3H)-one). Solvent: CCO (EtOH). Run at temperature 100 celsius. The product is O[C@@H](CN1CC(N(CC1)CCC1=C(C2=C(C(OC2)=O)C=C1)C)=O)C1=C(C2=C(C(OC2)=O)C=C1)C (4-[(2R)-2-hydroxy-2-(4-methyl-1-oxo-1,3-dihydro-2-benzofuran-5-yl)ethyl]-1-[2-(4-methyl-1-oxo-1,3-dihydro-2-benzofuran-5-yl)ethyl]piperazin-2-one). RXN SMILES: [CH3:1][C:2]1[C:10]2[CH2:9][O:8][C:7](=[O:11])[C:6]=2[CH:5]=[CH:4][C:3]=1[CH2:12][CH2:13][N:14]1[CH2:19][CH2:18][NH:17][CH2:16][C:15]1=[O:20].[CH3:21][C:22]1[C:30]2[CH2:29][O:28][C:27](=[O:31])[C:26]=2[CH:25]=[CH:24][C:23]=1[C@@H:32]1[CH2:34][O:33]1>CCO>[OH:33][C@H:32]([C:23]1[CH:24]=[CH:25][C:26]2[C:27](=[O:31])[O:28][CH2:29][C:30]=2[C:22]=1[CH3:21])[CH2:34][N:17]1[CH2:18][CH2:19][N:14]([CH2:13][CH2:12][C:3]2[CH:4]=[CH:5][C:6]3[C:7](=[O:11])[O:8][CH2:9][C:10]=3[C:2]=2[CH3:1])[C:15](=[O:20])[CH2:16]1. Procedure details: A sealed tube containing 1-[2-(4-Methyl-1-oxo-1,3-dihydro-2-benzofuran-5-yl)ethyl]piperazin-2-one (60 mg, 0.19 mmol) and 4-methyl-5-[(2R)-oxiran-2-yl]-2-benzofuran-1(3H)-one dissolved in 1 mL of EtOH was heated to 100° C. overnight. After 16 hrs the solvent was removed and the material purified via flash chromatography to give the title product. LC-MS (IE, m/z): 465 [M+1]+. The reactants are CCOC(=O)C(Cc1ccc(OCC(=O)N(CC)Cc2ccccc2)cc1)OCC, CC#N, Cl, [Li+], [OH-]. The product is CCOC(Cc1ccc(OCC(=O)N(CC)Cc2ccccc2)cc1)C(=O)O. Reaction SMILES: [CH2:1]([CH3:2])[O:3][C:4]([CH:5]([CH2:6][c:7]1[cH:8][cH:9][c:10]([O:13][CH2:14][C:15](=[O:16])[N:17]([CH2:18][CH3:19])[CH2:20][c:21]2[cH:22][cH:23][cH:24][cH:25][cH:26]2)[cH:11][cH:12]1)[O:27][CH2:28][CH3:29])=[O:30].[CH3:34][C:35]#[N:36].[ClH:33].[Li+:32].[OH-:31]>>[O:3]=[C:4]([CH:5]([CH2:6][c:7]1[cH:8][cH:9][c:10]([O:13][CH2:14][C:15](=[O:16])[N:17]([CH2:18][CH3:19])[CH2:20][c:21]2[cH:22][cH:23][cH:24][cH:25][cH:26]2)[cH:11][cH:12]1)[O:27][CH2:28][CH3:29])[OH:30]. Starting materials: N1CCCCC1 (piperidine), BrCCON1C(C=2C(C1=O)=CC=CC2)=O (N-(2-bromoethoxy)phthalimide), C([O-])([O-])=O.[Na+].[Na+] (sodium carbonate), [I-].[Na+] (sodium iodide). The solvent is C(C)C(=O)C (methyl ethyl ketone). Yields the product N1(CCCCC1)CCON1C(C=2C(C1=O)=CC=CC2)=O (N-(Piperidin-1-ylethoxy)phthalimide). As a reaction SMILES: [NH:1]1[CH2:6][CH2:5][CH2:4][CH2:3][CH2:2]1.Br[CH2:8][CH2:9][O:10][N:11]1[C:15](=[O:16])[C:14]2=[CH:17][CH:18]=[CH:19][CH:20]=[C:13]2[C:12]1=[O:21].C(=O)([O-])[O-].[Na+].[Na+].[I-].[Na+]>C(C(C)=O)C>[N:1]1([CH2:8][CH2:9][O:10][N:11]2[C:15](=[O:16])[C:14]3=[CH:17][CH:18]=[CH:19][CH:20]=[C:13]3[C:12]2=[O:21])[CH2:6][CH2:5][CH2:4][CH2:3][CH2:2]1 |f:2.3.4,5.6|. Procedure details: 21.3 g (0.25 mol) of piperidine are added to a solution of 54 g (0.2 mol) of N-(2-bromoethoxy)phthalimide in 800 ml of methyl ethyl ketone, in the presence of 31.5 g (0.3 mol) of sodium carbonate and 1 g of sodium iodide. Reactants: CC(=O)[O-], CC(C)(C)OC(=O)Nc1c(F)cccc1F, CC(=O)[O-], CCOC(C)=O, COC(=O)c1ccc(Cl)nc1-c1ccc(F)cc1, Cc1ccccc1, [K+], [K+], [K+], O=P([O-])([O-])[O-], [Pd+2], c1ccc(P(c2ccccc2)c2ccc3ccccc3c2-c2c(P(c3ccccc3)c3ccccc3)ccc3ccccc23)cc1. The product is COC(=O)c1ccc(Nc2c(F)cccc2F)nc1-c1ccc(F)cc1. As a reaction SMILES: [C:101]([O-:102])(=[O:103])[CH3:104].[C:65]([O:66][C:67]([CH3:68])([CH3:69])[CH3:70])(=[O:71])[NH:72][c:73]1[c:74]([F:80])[cH:75][cH:76][cH:77][c:78]1[F:79].[C:96]([O-:97])(=[O:98])[CH3:99].[CH3:105][CH2:106][O:107][C:108]([CH3:109])=[O:110].[CH3:47][O:48][C:49]([c:50]1[c:51](-[c:57]2[cH:58][cH:59][c:60]([F:63])[cH:61][cH:62]2)[n:52][c:53]([Cl:56])[cH:54][cH:55]1)=[O:64].[CH3:89][c:90]1[cH:91][cH:92][cH:93][cH:94][cH:95]1.[K+:86].[K+:87].[K+:88].[P:81]([O-:82])([O-:83])([O-:84])=[O:85].[Pd+2:100].[cH:1]1[cH:2][cH:3][c:4]([P:5]([c:6]2[cH:7][cH:8][c:9]3[c:10]([cH:11][cH:12][cH:13][cH:14]3)[c:15]2-[c:16]2[c:17]3[c:18]([cH:19][cH:20][cH:21][cH:22]3)[cH:23][cH:24][c:25]2[P:26]([c:27]2[cH:28][cH:29][cH:30][cH:31][cH:32]2)[c:33]2[cH:34][cH:35][cH:36][cH:37][cH:38]2)[c:39]2[cH:40][cH:41][cH:42][cH:43][cH:44]2)[cH:45][cH:46]1>>[CH3:47][O:48][C:49]([c:50]1[c:51](-[c:57]2[cH:58][cH:59][c:60]([F:63])[cH:61][cH:62]2)[n:52][c:53]([NH:72][c:73]2[c:74]([F:80])[cH:75][cH:76][cH:77][c:78]2[F:79])[cH:54][cH:55]1)=[O:64]. Reactants: C(CCCCCCC)(=O)O.CN1N=C(C(=C1)C1=CC=CC=C1)C1=CC=CC=C1 (methyl 3,4-diphenyl-lH-pyrazole 1-octanoate), O.[OH-].[Li+] (lithium hydroxide hydrate), CO (methanol), O (water). Solvent: C(C)OCC (diethyl ether), hexanes. Run at time 15 minute. The product is C1(=CC=CC=C1)C1=NN(C=C1C1=CC=CC=C1)CCCCCCCC(=O)O (3,4-diphenyl-lH-pyrazole-1-octanoic acid). Yield: 85.8%. RXN SMILES: [C:1]([OH:10])(=[O:9])[CH2:2][CH2:3][CH2:4][CH2:5][CH2:6][CH2:7][CH3:8].C[N:12]1[CH:16]=[C:15]([C:17]2[CH:22]=[CH:21][CH:20]=[CH:19][CH:18]=2)[C:14]([C:23]2[CH:28]=[CH:27][CH:26]=[CH:25][CH:24]=2)=[N:13]1.O.[OH-].[Li+].CO.O>C(OCC)C>[C:23]1([C:14]2[C:15]([C:17]3[CH:18]=[CH:19][CH:20]=[CH:21][CH:22]=3)=[CH:16][N:12]([CH2:8][CH2:7][CH2:6][CH2:5][CH2:4][CH2:3][CH2:2][C:1]([OH:10])=[O:9])[N:13]=2)[CH:28]=[CH:27][CH:26]=[CH:25][CH:24]=1 |f:0.1,2.3.4|. Procedure details: A mixture of methyl 3,4-diphenyl-lH-pyrazole 1-octanoate (3.40 g, 9 mmol), lithium hydroxide hydrate (1.13 g, 27 mmol), methanol (60 mL), and water (10 mL) was heated at reflux on a steam bath. After 15 minutes, the solution was concentrated in vacuo, diluted with water and 2 N HCl solution until pH =1. The mixture was extracted with methylene chloride, the combined extracts dried, and the solvent evaporated to leave an oil. Dissolution in diethyl ether followed by the addition of hexanes provid... Procedure details: 4 g of pyridinylpyridazinone 7 dissolved in an excess (40 ml) of phosphorus oxychloride are refluxed for 8 hours. After cooling, the reaction mixture is poured into 250 ml of ice-cold water and then neutralized, dropwise, with a saturated aqueous solution of NaHCO3. After extraction with dichloromethane (5×100 ml), the organic phase is dried over MgSO4 and then concentrated under reduced pressure, to give the chlorinated pyridazine 8a with a yield of 95%. Reaction SMILES: [N:1]1[CH:6]=[CH:5][CH:4]=[CH:3][C:2]=1[C:7]1[CH:8]=[CH:9][C:10](=O)[NH:11][N:12]=1.C([O-])(O)=O.[Na+].P(Cl)(Cl)([Cl:21])=O>>[Cl:21][C:10]1[N:11]=[N:12][C:7]([C:2]2[CH:3]=[CH:4][CH:5]=[CH:6][N:1]=2)=[CH:8][CH:9]=1 |f:1.2|. Yield: 95.0%. Starting materials: ice, N1=C(C=CC=C1)C=1C=CC(NN1)=O (6-(pyridin-2-yl)-2H-pyridazin-3-one), P(=O)(Cl)(Cl)Cl (phosphorus oxychloride), C(=O)(O)[O-].[Na+] (NaHCO3). Yields the product ClC=1N=NC(=CC1)C1=NC=CC=C1 (3-chloro-6-(pyridin-2-yl)pyridazine). Starting materials: O=C(O)c1cccc(S(=O)(=O)Cl)c1, Cl, [Zn], c1ccccc1. The product is O=C(O)c1cccc(S)c1. As a reaction SMILES: [Cl:1][S:2](=[O:3])(=[O:4])[c:5]1[cH:6][c:7]([C:8](=[O:9])[OH:10])[cH:11][cH:12][cH:13]1.[ClH:14].[Zn:21].[cH:15]1[cH:16][cH:17][cH:18][cH:19][cH:20]1>>[SH:2][c:5]1[cH:6][c:7]([C:8](=[O:9])[OH:10])[cH:11][cH:12][cH:13]1. The product is CCOC(=O)CN(C(=O)c1ccc2c(c1)nc(CNc1ccc(C(=N)NC(=O)OCCS(C)(=O)=O)cc1)n2C)c1ccccn1. The reactants are CCO, CS(=O)(=O)CCOC(=O)Cl, ClCCl, Cl, CCOC(=O)CN(C(=O)c1ccc2c(c1)nc(CNc1ccc(C(=N)N)cc1)n2C)c1ccccn1. Reaction SMILES: [CH2:48]([OH:49])[CH3:50].[Cl:38][C:39](=[O:40])[O:41][CH2:42][CH2:43][S:44](=[O:45])(=[O:46])[CH3:47].[Cl:51][CH2:52][Cl:53].[ClH:1].[n:2]1[c:3]([N:8]([C:9](=[O:10])[c:11]2[cH:12][c:13]3[c:14]([n:15]([CH3:29])[c:16]([CH2:18][NH:19][c:20]4[cH:21][cH:22][c:23]([C:26]([NH2:27])=[NH:28])[cH:24][cH:25]4)[n:17]3)[cH:30][cH:31]2)[CH2:32][C:33](=[O:34])[O:35][CH2:36][CH3:37])[cH:4][cH:5][cH:6][cH:7]1>>[n:2]1[c:3]([N:8]([C:9](=[O:10])[c:11]2[cH:12][c:13]3[c:14]([n:15]([CH3:29])[c:16]([CH2:18][NH:19][c:20]4[cH:21][cH:22][c:23]([C:26](=[NH:27])[NH:28][C:39](=[O:40])[O:41][CH2:42][CH2:43][S:44](=[O:45])(=[O:46])[CH3:47])[cH:24][cH:25]4)[n:17]3)[cH:30][cH:31]2)[CH2:32][C:33](=[O:34])[O:35][CH2:36][CH3:37])[cH:4][cH:5][cH:6][cH:7]1. Reactants: COc1c(C)cc(Cc2c(C)nn(CCC(N)=O)c2C)c2c1CCC2, CC(C)S(=O)(=O)Cl, [H-], [Na+], C1CCOC1. Yields the product COc1c(C)cc(Cc2c(C)nn(CCC(=O)NS(=O)(=O)C(C)C)c2C)c2c1CCC2. Reaction SMILES: [CH3:3][O:4][c:5]1[c:6]([CH3:27])[cH:7][c:8]([CH2:14][c:15]2[c:16]([CH3:26])[n:17][n:18]([CH2:21][CH2:22][C:23](=[O:24])[NH2:25])[c:19]2[CH3:20])[c:9]2[c:13]1[CH2:12][CH2:11][CH2:10]2.[CH:28]([CH3:29])([CH3:30])[S:31](=[O:32])(=[O:33])[Cl:34].[H-:1].[Na+:2].[O:35]1[CH2:36][CH2:37][CH2:38][CH2:39]1>>[CH3:3][O:4][c:5]1[c:6]([CH3:27])[cH:7][c:8]([CH2:14][c:15]2[c:16]([CH3:26])[n:17][n:18]([CH2:21][CH2:22][C:23](=[O:24])[NH:25][S:31]([CH:28]([CH3:29])[CH3:30])(=[O:32])=[O:33])[c:19]2[CH3:20])[c:9]2[c:13]1[CH2:12][CH2:11][CH2:10]2.